This data is from the Open Reaction Database (ORD), a public repository of structured organic reaction records. The task is: describe an organic reaction: reactants, conditions, products, and yield The reactants are COC(=O)C(C)COc1ccc(C#N)c(F)c1, CO, Cl, [H][H], [OH-], [OH-], [Pd+2]. RXN SMILES: [CH3:1][O:2][C:3]([CH:4]([CH2:5][O:6][c:7]1[cH:8][c:9]([F:15])[c:10]([C:13]#[N:14])[cH:11][cH:12]1)[CH3:16])=[O:17].[CH3:21][OH:22].[ClH:20].[H:18][H:19].[OH-:23].[OH-:25].[Pd+2:24]>>[CH3:1][O:2][C:3]([CH:4]([CH2:5][O:6][c:7]1[cH:8][c:9]([F:15])[c:10]([CH2:13][NH2:14])[cH:11][cH:12]1)[CH3:16])=[O:17].[ClH:20]. The product is COC(=O)C(C)COc1ccc(CN)c(F)c1, Cl. Starting materials: O=C1CCO1, Cc1ccccc1, NCc1ccc2ccn(C3CCN(CCc4ccc(F)cc4)CC3)c2c1. The product is O=C(CCO)NCc1ccc2ccn(C3CCN(CCc4ccc(F)cc4)CC3)c2c1. Reaction SMILES: [C:27]1(=[O:31])[CH2:28][CH2:29][O:30]1.[CH3:32][c:33]1[cH:34][cH:35][cH:36][cH:37][cH:38]1.[F:1][c:2]1[cH:3][cH:4][c:5]([CH2:6][CH2:7][N:8]2[CH2:9][CH2:10][CH:11]([n:14]3[cH:15][cH:16][c:17]4[cH:18][cH:19][c:20]([CH2:23][NH2:24])[cH:21][c:22]34)[CH2:12][CH2:13]2)[cH:25][cH:26]1>>[F:1][c:2]1[cH:3][cH:4][c:5]([CH2:6][CH2:7][N:8]2[CH2:9][CH2:10][CH:11]([n:14]3[cH:15][cH:16][c:17]4[cH:18][cH:19][c:20]([CH2:23][NH:24][C:29]([CH2:28][CH2:27][OH:31])=[O:30])[cH:21][c:22]34)[CH2:12][CH2:13]2)[cH:25][cH:26]1. Reactants: CCOC(=O)C=C(CBr)Oc1ccc(OC)cc1, COC(=O)C(N)CC(C)C, CC#N, CCN(C(C)C)C(C)C, Cl. Yields the product CCOC(=O)C=C(CNC(CC(C)C)C(=O)OC)Oc1ccc(OC)cc1. Reaction SMILES: [CH2:21]([CH3:22])[O:23][C:24]([CH:25]=[C:26]([CH2:27][Br:28])[O:29][c:30]1[cH:31][cH:32][c:33]([O:36][CH3:37])[cH:34][cH:35]1)=[O:38].[CH3:2][O:3][C:4]([CH:5]([NH2:6])[CH2:7][CH:8]([CH3:9])[CH3:10])=[O:11].[CH3:39][C:40]#[N:41].[CH:12]([N:13]([CH2:14][CH3:15])[CH:16]([CH3:17])[CH3:18])([CH3:19])[CH3:20].[ClH:1]>>[CH3:2][O:3][C:4]([CH:5]([NH:6][CH2:27][C:26](=[CH:25][C:24]([O:23][CH2:21][CH3:22])=[O:38])[O:29][c:30]1[cH:31][cH:32][c:33]([O:36][CH3:37])[cH:34][cH:35]1)[CH2:7][CH:8]([CH3:9])[CH3:10])=[O:11]. The reactants are [Li]CCCC, CCOCC, CCCCCC, [Cl-], Nc1ccc(Cl)cn1, C[Si](C)(Cl)CC[Si](C)(C)Cl, [Na+], C1CCOC1. Product: C[Si]1(C)CC[Si](C)(C)N1c1ccc(Cl)cn1. As a reaction SMILES: [CH2:15]([Li:16])[CH2:17][CH2:18][CH3:19].[CH3:32][CH2:33][O:34][CH2:35][CH3:36].[CH3:9][CH2:10][CH2:11][CH2:12][CH2:13][CH3:14].[Cl-:31].[Cl:1][c:2]1[cH:3][cH:4][c:5]([NH2:8])[n:6][cH:7]1.[Cl:20][Si:21]([CH2:22][CH2:23][Si:24]([CH3:25])([CH3:26])[Cl:27])([CH3:28])[CH3:29].[Na+:30].[O:37]1[CH2:38][CH2:39][CH2:40][CH2:41]1>>[Cl:1][c:2]1[cH:3][cH:4][c:5]([N:8]2[Si:21]([CH3:28])([CH3:29])[CH2:22][CH2:23][Si:24]2([CH3:25])[CH3:26])[n:6][cH:7]1. Starting materials: CCC(CC)C(=O)N1CCC2(CC1)NC(=O)C(CCSC)N2, C1CCOC1, [Cl-], ClCc1ccccc1, [H-], [NH4+], [Na+]. Product: CCC(CC)C(=O)N1CCC2(CC1)NC(CCSC)C(=O)N2Cc1ccccc1. Reaction SMILES: [CH2:1]([CH3:2])[CH:3]([C:4](=[O:5])[N:6]1[CH2:7][CH2:8][C:9]2([NH:10][CH:11]([CH2:15][CH2:16][S:17][CH3:18])[C:12](=[O:14])[NH:13]2)[CH2:19][CH2:20]1)[CH2:21][CH3:22].[CH2:35]1[O:36][CH2:37][CH2:38][CH2:39]1.[Cl-:33].[Cl:25][CH2:26][c:27]1[cH:28][cH:29][cH:30][cH:31][cH:32]1.[H-:23].[NH4+:34].[Na+:24]>>[CH2:1]([CH3:2])[CH:3]([C:4](=[O:5])[N:6]1[CH2:7][CH2:8][C:9]2([NH:10][CH:11]([CH2:15][CH2:16][S:17][CH3:18])[C:12](=[O:14])[N:13]2[CH2:26][c:27]2[cH:28][cH:29][cH:30][cH:31][cH:32]2)[CH2:19][CH2:20]1)[CH2:21][CH3:22]. The product is ClCCCCN(c1ccccc1)c1nc2ccccc2s1. As a reaction SMILES: [Br:19][CH2:20][CH2:21][CH2:22][CH2:23][Cl:24].[H-:1].[Na+:2].[O:25]1[CH2:26][CH2:27][CH2:28][CH2:29]1.[c:3]1([NH:9][c:10]2[s:11][c:12]3[c:13]([n:14]2)[cH:15][cH:16][cH:17][cH:18]3)[cH:4][cH:5][cH:6][cH:7][cH:8]1>>[c:3]1([N:9]([c:10]2[s:11][c:12]3[c:13]([n:14]2)[cH:15][cH:16][cH:17][cH:18]3)[CH2:20][CH2:21][CH2:22][CH2:23][Cl:24])[cH:4][cH:5][cH:6][cH:7][cH:8]1. Starting materials: ClCCCCBr, [H-], [Na+], C1CCOC1, c1ccc(Nc2nc3ccccc3s2)cc1.